Dataset: the Open Reaction Database (ORD), a public repository of structured organic reaction records. Task: describe an organic reaction: reactants, conditions, products, and yield Reactants: [Bi], CCCCc1ncc(CO)[nH]1, CCCCCCCCCCCC, CC(=O)CC(C)C, [Na+], O, [OH-], [Pt]. The product is CCCCc1ncc(C=O)[nH]1. RXN SMILES: [Bi:24].[CH2:1]([CH2:2][CH2:3][CH3:4])[c:5]1[nH:6][c:7]([CH2:10][OH:11])[cH:8][n:9]1.[CH3:12][CH2:13][CH2:14][CH2:15][CH2:16][CH2:17][CH2:18][CH2:19][CH2:20][CH2:21][CH2:22][CH3:23].[CH3:29][C:30]([CH2:31][CH:32]([CH3:33])[CH3:34])=[O:35].[Na+:26].[O:27].[OH-:25].[Pt:28]>>[CH2:1]([CH2:2][CH2:3][CH3:4])[c:5]1[nH:6][c:7]([CH:10]=[O:11])[cH:8][n:9]1. The reactants are [Br-], CCC(C=O)CO[Si](C)(C)C(C)(C)C, [Li]CCCC, C[P+](c1ccccc1)(c1ccccc1)c1ccccc1, C1CCOC1. The product is C=CC(CC)CO[Si](C)(C)C(C)(C)C. RXN SMILES: [Br-:20].[C:6]([CH3:7])([CH3:8])([CH3:9])[Si:10]([O:11][CH2:12][CH:13]([CH:14]=[O:15])[CH2:16][CH3:17])([CH3:18])[CH3:19].[CH2:1]([Li:2])[CH2:3][CH2:4][CH3:5].[CH3:21][P+:22]([c:23]1[cH:24][cH:25][cH:26][cH:27][cH:28]1)([c:29]1[cH:30][cH:31][cH:32][cH:33][cH:34]1)[c:35]1[cH:36][cH:37][cH:38][cH:39][cH:40]1.[O:41]1[CH2:42][CH2:43][CH2:44][CH2:45]1>>[CH2:1]=[CH:14][CH:13]([CH2:12][O:11][Si:10]([C:6]([CH3:7])([CH3:8])[CH3:9])([CH3:18])[CH3:19])[CH2:16][CH3:17]. Starting materials: P(=O)(O)([O-])[O-].[Na+].[Na+] (disodium hydrogen phosphate), P(=O)(O)(O)[O-].[K+] (potassium dihydrogen phosphate), [Cl-].[NH4+] (ammonium chloride), [Cl-].[Na+] (sodium chloride), C(=C)C1=C(C=CC=C1)CCCCC (5-(vinylphenyl)pentane), alkane, CCCCCC1=CC=CC=C1 (n-amylbenzene), alkane, O=C[C@H](O)[C@@H](O)[C@H](O)[C@H](O)CO (D-glucose), resultant mixture. Conditions: time 40 hour. The product is OC(CC(=O)O)CCC1=CC=CC=C1 (3-hydroxy-5-phenylvaleric acid). As a reaction SMILES: P([O-])([O-])(O)=O.[Na+].[Na+].P([O-])(O)(O)=[O:9].[K+].[Cl-].[NH4+].[Cl-].[Na+].O=[CH:19][C@@H:20]([C@H:22]([C@@H:24]([C@@H:26]([CH2:28][OH:29])O)[OH:25])O)O.[CH3:30][CH2:31][CH2:32][CH2:33][CH2:34]C1C=CC=CC=1.C(C1C=CC=CC=1CCCCC)=C>>[OH:25][CH:24]([CH2:22][CH2:20][C:19]1[CH:34]=[CH:33][CH:32]=[CH:31][CH:30]=1)[CH2:26][C:28]([OH:29])=[O:9] |f:0.1.2,3.4,5.6,7.8|. Procedure details: In a 500-ml shaking flask were charged an inorganic medium containing 6.2 g/l disodium hydrogen phosphate, 3 g/l potassium dihydrogen phosphate, 1.0 g/l ammonium chloride, 0.5 g/l sodium chloride, and 3 ml/l trace components solution and 50 ml of a medium having a composition of 1.0 g/l polypeptone (Nihon Pharmaceutical Co., Ltd.), and 1.0 g/l D-glucose. ANTIFOAM PE-M was added to the resultant mixture in the same manner as in Example 2 in a concentration of 0.5 ml/l. The obtained mixture was st... The reactants are Grignard reagent, FC1=C(C=C(C=C1)Br)OC1=CC=CC=C1 (4-fluoro-3-phenoxyphenyl bromide), [Mg] (magnesium), C(C)(=O)OCC(=CC1(CC1)C1=CC=C(C=C1)Cl)F (1-(3-acetoxy-2-fluoroprop-1-enyl)-1-(4-chlorophenyl)cyclopropane). Solvent: O1CCCC1 (tetrahydrofuran). Yields the product Nitrile, ClC1=CC=C(C=C1)C1(CC1)C=C(CC1=CC(=C(C=C1)F)OC1=CC=CC=C1)F (1-(4-chlorophenyl)-1-(2-fluoro-3-(4-fluoro-3-phenoxyphenyl)prop-1-enyl)cyclopropane). Yield: 0.0%. As a reaction SMILES: [F:1][C:2]1[CH:7]=[CH:6][C:5](Br)=[CH:4][C:3]=1[O:9][C:10]1[CH:15]=[CH:14][CH:13]=[CH:12][CH:11]=1.[Mg].C(O[CH2:21][C:22]([F:34])=[CH:23][C:24]1([C:27]2[CH:32]=[CH:31][C:30]([Cl:33])=[CH:29][CH:28]=2)[CH2:26][CH2:25]1)(=O)C>O1CCCC1>[Cl:33][C:30]1[CH:29]=[CH:28][C:27]([C:24]2([CH:23]=[C:22]([F:34])[CH2:21][C:5]3[CH:6]=[CH:7][C:2]([F:1])=[C:3]([O:9][C:10]4[CH:15]=[CH:14][CH:13]=[CH:12][CH:11]=4)[CH:4]=3)[CH2:25][CH2:26]2)=[CH:32][CH:31]=1. Reported procedure: The method of Example 25 was repeated using a Grignard reagent, prepared from 4-fluoro-3-phenoxyphenyl bromide (0.5 g), tetrahydrofuran (2 ml) and magnesium (38.6 mg) and 1-(3-acetoxy-2-fluoroprop-1-enyl)-1-(4-chlorophenyl)cyclopropane (Example 17) (0.34 g). The residue after evaporation was purified by preparative thin layer chromatography (solvent: diethyl ether/hexane; 1:9) and then preparative high performance liquid chromatography (column: Nitrile; solvent: methanol; flow rate: 2 ml/min) to... Starting materials: CO, N#Cc1ccc(COc2cccnc2N)cc1, [Na+], [OH-]. Yields the product NC(=O)c1ccc(COc2cccnc2N)cc1. Reaction SMILES: [CH3:20][OH:21].[NH2:1][c:2]1[n:3][cH:4][cH:5][cH:6][c:7]1[O:8][CH2:9][c:10]1[cH:11][cH:12][c:13]([C:16]#[N:17])[cH:14][cH:15]1.[Na+:19].[OH-:18]>>[NH2:1][c:2]1[n:3][cH:4][cH:5][cH:6][c:7]1[O:8][CH2:9][c:10]1[cH:11][cH:12][c:13]([C:16]([NH2:17])=[O:18])[cH:14][cH:15]1. Starting materials: BrCc1ccccc1, CC#N, O=C(OC1CN2CCC1CC2)C1(c2ccccc2)CCCCCC1. The product is [Br-], O=C(OC1C[N+]2(Cc3ccccc3)CCC1CC2)C1(c2ccccc2)CCCCCC1. RXN SMILES: [Br:25][CH2:26][c:27]1[cH:28][cH:29][cH:30][cH:31][cH:32]1.[CH3:33][C:34]#[N:35].[c:1]1([C:7]2([C:14](=[O:15])[O:16][CH:17]3[CH2:18][N:19]4[CH2:20][CH2:21][CH:22]3[CH2:23][CH2:24]4)[CH2:8][CH2:9][CH2:10][CH2:11][CH2:12][CH2:13]2)[cH:2][cH:3][cH:4][cH:5][cH:6]1>>[Br-:25].[c:1]1([C:7]2([C:14](=[O:15])[O:16][CH:17]3[CH2:18][N+:19]4([CH2:26][c:27]5[cH:28][cH:29][cH:30][cH:31][cH:32]5)[CH2:20][CH2:21][CH:22]3[CH2:23][CH2:24]4)[CH2:8][CH2:9][CH2:10][CH2:11][CH2:12][CH2:13]2)[cH:2][cH:3][cH:4][cH:5][cH:6]1. Starting materials: 50, OCCCCN(C(OC(C)(C)C)=O)C ((1,1-dimethylethyl) (4-hydroxybutyl)methylcarbamate), 112, 4A, 150, [Cr](=O)(=O)([O-])O[Cr](=O)(=O)[O-].[NH+]1=CC=CC=C1.[NH+]1=CC=CC=C1 (pyridinium dichromate). The solvent is ClCCl (dichloromethane), ClCCl (dichloromethane). Product: COC(NCCCC=O)=O (methyl(4-oxobutyl)carbamate). As a reaction SMILES: [Cr](O[Cr]([O-])(=O)=O)([O-])(=O)=O.[NH+]1C=CC=CC=1.[NH+]1C=CC=CC=1.[OH:22][CH2:23][CH2:24][CH2:25][CH2:26][N:27](C)[C:28](=[O:34])[O:29][C:30](C)(C)C>ClCCl>[CH3:30][O:29][C:28](=[O:34])[NH:27][CH2:26][CH2:25][CH2:24][CH:23]=[O:22] |f:0.1.2|. Procedure details: To a stirred and cooled (<10° C.) solution of 150 parts of pyridinium dichromate in 1300 parts of dichloromethane was added dropwise a solution of 50 parts of (1,1-dimethylethyl) (4-hydroxybutyl)methylcarbamate in 91 parts of dichloromethane. Upon complete addition, stirring was continued for 3 hours in the presence of 112 parts of molecular sieves of 4A at room temperature. The reaction mixture was filtered over magnesium sulfate, washed with 1,1'-oxydisethane and the filtreate was evaporated. ... The reactants are O=C(O)c1cccc2c1CCC2O, O=S(Cl)Cl, c1ccccc1. Product: O=C(O)c1cccc2c1CCC2Cl. Reaction SMILES: [OH:1][CH:2]1[CH2:3][CH2:4][c:5]2[c:6]([C:11](=[O:12])[OH:13])[cH:7][cH:8][cH:9][c:10]21.[S:14]([Cl:15])([Cl:16])=[O:17].[cH:18]1[cH:19][cH:20][cH:21][cH:22][cH:23]1>>[CH:2]1([Cl:16])[CH2:3][CH2:4][c:5]2[c:6]([C:11](=[O:12])[OH:13])[cH:7][cH:8][cH:9][c:10]21.